Dataset: the Open Reaction Database (ORD), a public repository of structured organic reaction records. Task: describe an organic reaction: reactants, conditions, products, and yield RXN SMILES: [CH:39]([OH:40])([CH3:41])[CH3:42].[Cl:1][c:2]1[n:3][cH:4][c:5]([F:19])[c:6]([NH:8][c:9]2[cH:10][cH:11][c:12]([O:15][CH2:16][C:17]#[CH:18])[cH:13][cH:14]2)[n:7]1.[ClH:43].[NH2:20][S:21](=[O:22])(=[O:23])[c:24]1[cH:25][c:26]([NH2:27])[cH:28][cH:29][c:30]1[CH3:31].[OH:32][C:33]([C:34]([F:35])([F:36])[F:37])=[O:38]>>[c:2]1([NH:27][c:26]2[cH:25][c:24]([S:21]([NH2:20])(=[O:22])=[O:23])[c:30]([CH3:31])[cH:29][cH:28]2)[n:3][cH:4][c:5]([F:19])[c:6]([NH:8][c:9]2[cH:10][cH:11][c:12]([O:15][CH2:16][C:17]#[CH:18])[cH:13][cH:14]2)[n:7]1. The product is C#CCOc1ccc(Nc2nc(Nc3ccc(C)c(S(N)(=O)=O)c3)ncc2F)cc1. Reactants: CC(C)O, C#CCOc1ccc(Nc2nc(Cl)ncc2F)cc1, Cl, Cc1ccc(N)cc1S(N)(=O)=O, O=C(O)C(F)(F)F. Starting materials: CNCCN1c2ccccc2COc2ccccc21, CS(=O)(=O)OCCc1cccc(N2CCCC2)c1, CC#N, [I-], [Na+], [Na+], [Na+], O=C([O-])[O-]. Yields the product CN(CCc1cccc(N2CCCC2)c1)CCN1c2ccccc2COc2ccccc21. RXN SMILES: [CH3:1][NH:2][CH2:3][CH2:4][N:5]1[c:6]2[c:7]([cH:16][cH:17][cH:18][cH:19]2)[O:8][CH2:9][c:10]2[c:11]1[cH:12][cH:13][cH:14][cH:15]2.[CH3:20][S:21]([O:22][CH2:25][CH2:26][c:27]1[cH:28][c:29]([N:33]2[CH2:34][CH2:35][CH2:36][CH2:37]2)[cH:30][cH:31][cH:32]1)(=[O:23])=[O:24].[CH3:46][C:47]#[N:48].[I-:45].[Na+:38].[Na+:39].[Na+:44].[O-:40][C:41](=[O:42])[O-:43]>>[CH3:1][N:2]([CH2:3][CH2:4][N:5]1[c:6]2[c:7]([cH:16][cH:17][cH:18][cH:19]2)[O:8][CH2:9][c:10]2[c:11]1[cH:12][cH:13][cH:14][cH:15]2)[CH2:25][CH2:26][c:27]1[cH:28][c:29]([N:33]2[CH2:34][CH2:35][CH2:36][CH2:37]2)[cH:30][cH:31][cH:32]1. Starting materials: C1(=CC=CC=C1)C(C1=CC=CC=C1)OC(=O)C1=C(CS[C@H]2N1C([C@H]2N)=O)OC (7β-amino-3-methoxy-3-cephem-4-carboxylic acid diphenylmethyl ester), C1(=CC=CC=C1)OC (anisole), FC(C(=O)O)(F)F (trifluoroacetic acid). Run in C1(=CC=CC=C1)C (toluene). Run at time 15 minute. The product is N[C@H]1[C@@H]2N(C(=C(CS2)OC)C(=O)O)C1=O (7β-amino-3-methoxy-3-cephem-4-carboxylic acid). Reaction SMILES: C1(C([O:14][C:15]([C:17]2[N:22]3[C:23](=[O:26])[C@@H:24]([NH2:25])[C@H:21]3[S:20][CH2:19][C:18]=2[O:27][CH3:28])=[O:16])C2C=CC=CC=2)C=CC=CC=1.C1(OC)C=CC=CC=1.FC(F)(F)C(O)=O>C1(C)C=CC=CC=1>[NH2:25][C@@H:24]1[C:23](=[O:26])[N:22]2[C:17]([C:15]([OH:16])=[O:14])=[C:18]([O:27][CH3:28])[CH2:19][S:20][C@H:21]12. Procedure: A suspension of 1.65 g of 7β-amino-3-methoxy-3-cephem-4-carboxylic acid diphenylmethyl ester and 2 ml of anisole is mixed with 20 ml of pre-cooled trifluoroacetic acid and stirred for 15 minutes in an ice bath. It is diluted with 100 ml of cold toluene and the reaction mixture is evaporated under reduced pressure. The dark brown residue is dried under a high vacuum and stirred with diethyl ether; the precipitate is filtered off, washed with acetone and diethyl ether and dried. The salt, thus obt...